Dataset: the Open Reaction Database (ORD), a public repository of structured organic reaction records. Task: describe an organic reaction: reactants, conditions, products, and yield Reactants: Br, O=C(NC(Cc1ccc(OCc2ccccc2)cc1)C(=O)O)OCc1ccccc1, CNC(C)C(=O)OC, CCN(C(C)C)C(C)C, C1CCOC1, O=P(Cl)(c1ccccc1)c1ccccc1. Yields the product COC(=O)C(C)N(C)C(=O)C(Cc1ccc(OCc2ccccc2)cc1)NC(=O)OCc1ccccc1. As a reaction SMILES: [BrH:55].[CH2:25]([c:26]1[cH:27][cH:28][cH:29][cH:30][cH:31]1)[O:32][C:33](=[O:34])[NH:35][CH:36]([CH2:37][c:38]1[cH:39][cH:40][c:41]([O:44][CH2:45][c:46]2[cH:47][cH:48][cH:49][cH:50][cH:51]2)[cH:42][cH:43]1)[C:52](=[O:53])[OH:54].[CH3:56][O:57][C:58]([CH:59]([NH:60][CH3:61])[CH3:62])=[O:63].[CH:1]([N:2]([CH:3]([CH3:4])[CH3:5])[CH2:6][CH3:7])([CH3:8])[CH3:9].[O:64]1[CH2:65][CH2:66][CH2:67][CH2:68]1.[c:10]1([P:11]([Cl:12])([c:13]2[cH:14][cH:15][cH:16][cH:17][cH:18]2)=[O:19])[cH:20][cH:21][cH:22][cH:23][cH:24]1>>[CH2:25]([c:26]1[cH:27][cH:28][cH:29][cH:30][cH:31]1)[O:32][C:33](=[O:34])[NH:35][CH:36]([CH2:37][c:38]1[cH:39][cH:40][c:41]([O:44][CH2:45][c:46]2[cH:47][cH:48][cH:49][cH:50][cH:51]2)[cH:42][cH:43]1)[C:52](=[O:53])[N:60]([CH:59]([C:58]([O:57][CH3:56])=[O:63])[CH3:62])[CH3:61]. Starting materials: S(=O)(=O)([O-])[O-].[Mg+2] (magnesium sulfate). Solvent: O (water), O (water). The product is O.O.O.O.O.O.O.S(=O)(=O)([O-])[O-].[Mg+2] (magnesium sulfate heptahydrate). Reaction SMILES: [S:1]([O-:5])([O-:4])(=[O:3])=[O:2].[Mg+2:6]>O>[OH2:2].[OH2:2].[OH2:2].[OH2:2].[OH2:2].[OH2:2].[OH2:2].[S:1]([O-:5])([O-:4])(=[O:3])=[O:2].[Mg+2:6] |f:0.1,3.4.5.6.7.8.9.10.11|. Procedure: The results described above would not have been expected because sodium sulfate absorbs more water per unit weight than magnesium sulfate. One kilogram of sodium sulfate (7.04 moles) absorbs 70.4 moles of water to form sodium sulfate decahydrate, or 1.27 kg water/kg sodium sulfate. One kilogram of magnesium sulfate (8.31 moles) absorbs 58.15 moles of water to form magnesium sulfate heptahydrate, or only 1.05 kg water/kg magnesium sulfate. Therefore, there would have been no reason to expect aque... Reactants: BrC=1C=C2C=3N(C(C(NC3C1)=O)=O)C(CC2)CC(=O)O (9-bromo-5-carboxymethyl-6,7-dihydro-1H, 5H-pyrido[1,2,3-de]quinoxaline-2,3-dione), S(N)(=O)(=O)C1=C(N)C=CC=C1 (o-sulfamoylaniline), crude product. Run in C(C)(=O)O.C(C)(=O)OCC (acetic acid ethyl acetate). Yields the product BrC=1C=C2C=3N(C(C(NC3C1)=O)=O)C(CC2)CC(NC2=C(C=CC=C2)S(N)(=O)=O)=O (9-Bromo-5-(o-sulfamoylphenylcarbamoylmethyl)-6,7-dihydro- 1H, 5H-pyrido[1,2,3-de]quinoxaline-2,3-dione). Isolated yield 17.2%. Reaction SMILES: [Br:1][C:2]1[CH:3]=[C:4]2[CH2:16][CH2:15][CH:14]([CH2:17][C:18]([OH:20])=O)[N:6]3[C:7](=[O:13])[C:8](=[O:12])[NH:9][C:10]([CH:11]=1)=[C:5]23.[S:21]([C:25]1[CH:31]=[CH:30][CH:29]=[CH:28][C:26]=1[NH2:27])(=[O:24])(=[O:23])[NH2:22]>C(O)(=O)C.C(OCC)(=O)C>[Br:1][C:2]1[CH:3]=[C:4]2[CH2:16][CH2:15][CH:14]([CH2:17][C:18](=[O:20])[NH:27][C:26]3[CH:28]=[CH:29][CH:30]=[CH:31][C:25]=3[S:21](=[O:24])(=[O:23])[NH2:22])[N:6]3[C:7](=[O:13])[C:8](=[O:12])[NH:9][C:10]([CH:11]=1)=[C:5]23 |f:2.3|. Procedure details: A procedure similar to that described in Example 51 was carried out with 9-bromo-5-carboxymethyl-6,7-dihydro-1H, 5H-pyrido[1,2,3-de]quinoxaline-2,3-dione (340 mg, 1 mmol) and o-sulfamoylaniline (180 mg, 1.05 mmol) to give 85 mg of the title compound (17%) after silica gel column chromatography of the crude product with 1% acetic acid/ethyl acetate as an eluent: mp>270° C.; 1H NMR (270 MHz, DMSO-d6) δ12.06 (bs, 1H), 9.36 (s, 1H), 8.01 (d, 1H, J=8.1 Hz), 7.85 (d, 2H, J=8.1 Hz), 7.60 (t, 1H, J=8.1 ... The reactants are BrC=1C=CC=2N(C1)C(=CN2)C(=O)NC2=C(C=CC(=C2)C2=NOC(=N2)C2CC(C2)(F)F)C (6-Bromo-N-(5-(5-(3,3-difluorocyclobutyl)-1,2,4-oxadiazol-3-yl)-2-methylphenyl)imidazo[1,2-a]pyridine-3-carboxamide), CC1(OB(OC1(C)C)C=1C=NNC1)C (4-(4,4,5,5-tetramethyl-1,3,2-dioxaborolan-2-yl)-1H-pyrazole), [O-]P(=O)([O-])[O-].[K+].[K+].[K+] (K3PO4). The reagents and catalysts are C=1C=CC(=CC1)[P](C=2C=CC=CC2)(C=3C=CC=CC3)[Pd]([P](C=4C=CC=CC4)(C=5C=CC=CC5)C=6C=CC=CC6)([P](C=7C=CC=CC7)(C=8C=CC=CC8)C=9C=CC=CC9)[P](C=1C=CC=CC1)(C=1C=CC=CC1)C=1C=CC=CC1 (Pd(PPh3)4). Conditions: temperature 130 celsius. The product is FC1(CC(C1)C1=NC(=NO1)C=1C=CC(=C(C1)NC(=O)C1=CN=C2N1C=C(C=C2)C=2C=NNC2)C)F (N-(5-(5-(3,3-difluorocyclobutyl)-1,2,4-oxadiazol-3-yl)-2-methylphenyl)-6-(1H-pyrazol-4-yl)imidazo[1,2-a]pyridine-3-carboxamide). As a reaction SMILES: Br[C:2]1[CH:3]=[CH:4][C:5]2[N:6]([C:8]([C:11]([NH:13][C:14]3[CH:19]=[C:18]([C:20]4[N:24]=[C:23]([CH:25]5[CH2:28][C:27]([F:30])([F:29])[CH2:26]5)[O:22][N:21]=4)[CH:17]=[CH:16][C:15]=3[CH3:31])=[O:12])=[CH:9][N:10]=2)[CH:7]=1.CC1(C)C(C)(C)OB([C:40]2[CH:41]=[N:42][NH:43][CH:44]=2)O1.[O-]P([O-])([O-])=O.[K+].[K+].[K+]>C1C=CC([P]([Pd]([P](C2C=CC=CC=2)(C2C=CC=CC=2)C2C=CC=CC=2)([P](C2C=CC=CC=2)(C2C=CC=CC=2)C2C=CC=CC=2)[P](C2C=CC=CC=2)(C2C=CC=CC=2)C2C=CC=CC=2)(C2C=CC=CC=2)C2C=CC=CC=2)=CC=1>[F:29][C:27]1([F:30])[CH2:28][CH:25]([C:23]2[O:22][N:21]=[C:20]([C:18]3[CH:17]=[CH:16][C:15]([CH3:31])=[C:14]([NH:13][C:11]([C:8]4[N:6]5[CH:7]=[C:2]([C:40]6[CH:41]=[N:42][NH:43][CH:44]=6)[CH:3]=[CH:4][C:5]5=[N:10][CH:9]=4)=[O:12])[CH:19]=3)[N:24]=2)[CH2:26]1 |f:2.3.4.5,^1:57,59,78,97|. Procedure details: 6-Bromo-N-(5-(5-(3,3-difluorocyclobutyl)-1,2,4-oxadiazol-3-yl)-2-methylphenyl)imidazo[1,2-a]pyridine-3-carboxamide (42a) (98.0 mg, 0.2 mmol), 4-(4,4,5,5-tetramethyl-1,3,2-dioxaborolan-2-yl)-1H-pyrazole (60.0 mg, 0.3 mmol), K3PO4(42.0 mg, 0.2 mmol) and Pd(PPh3)4(46.2 mg, 0.04 mmol) were added to a flask equipped with a stir bar. The flask was evacuated and backfilled with nitrogen several times. 1,4-Dioxane (1 mL) and the reaction was heated at 130° C. for 20 minutes in a microwave reactor. The r... Starting materials: N1CCC(=CC1)C1=NC(=CC(=N1)OC1=CC=CC2=C1N=C(S2)NC(C)=O)C2=CC=C(C=C2)C(F)(F)F (N-(4-(2-(1,2,3,6-Tetrahydropyridin-4-yl)-6-(4-(trifluoromethyl)phenyl)pyrimidin-4-yloxy)benzo[d]thiazol-2-yl)acetamide), ClCCCl (1,2-dichloroethane), C(C)(=O)O[BH-](OC(C)=O)OC(C)=O.[Na+] (sodium triacetoxyborohydride), C(C)(=O)O[BH-](OC(C)=O)OC(C)=O.[Na+] (sodium triacetoxyborohydride). The reagents and catalysts are CC(=O)O (AcOH). Solvent: CN(C)C=O (DMF), CC(=O)C (acetone), CC(=O)C (acetone). Conditions: temperature 50 celsius, time 10 minute. Product: C(C)(C)N1CCC(=CC1)C1=NC(=CC(=N1)OC1=CC=CC2=C1N=C(S2)NC(C)=O)C2=CC=C(C=C2)C(F)(F)F (N-(4-(2-(1-Isopropyl-1,2,3,6-tetrahydropyridin-4-yl)-6-(4-(trifluoromethyl)-phenyl)pyrimidin-4-yloxy)benzo[d]thiazol-2-yl)acetamide). As a reaction SMILES: [NH:1]1[CH2:6][CH:5]=[C:4]([C:7]2[N:12]=[C:11]([O:13][C:14]3[C:19]4[N:20]=[C:21]([NH:23][C:24](=[O:26])[CH3:25])[S:22][C:18]=4[CH:17]=[CH:16][CH:15]=3)[CH:10]=[C:9]([C:27]3[CH:32]=[CH:31][C:30]([C:33]([F:36])([F:35])[F:34])=[CH:29][CH:28]=3)[N:8]=2)[CH2:3][CH2:2]1.Cl[CH2:38][CH2:39]Cl.[C:41](O[BH-](OC(=O)C)OC(=O)C)(=O)C.[Na+]>CC(O)=O.CC(C)=O.CN(C=O)C>[CH:38]([N:1]1[CH2:2][CH:3]=[C:4]([C:7]2[N:12]=[C:11]([O:13][C:14]3[C:19]4[N:20]=[C:21]([NH:23][C:24](=[O:26])[CH3:25])[S:22][C:18]=4[CH:17]=[CH:16][CH:15]=3)[CH:10]=[C:9]([C:27]3[CH:28]=[CH:29][C:30]([C:33]([F:34])([F:35])[F:36])=[CH:31][CH:32]=3)[N:8]=2)[CH2:5][CH2:6]1)([CH3:39])[CH3:41] |f:2.3|. Procedure: To a mixture of N-(4-(2-(1,2,3,6-tetrahydropyridin-4-yl)-6-(4-(trifluoromethyl)phenyl)pyrimidin-4-yloxy)benzo[d]thiazol-2-yl)acetamide (109 mg, 0.195 mmol, Example 27), acetone (1 mL), 1,2-dichloroethane (6 mL) and DMF (0.5 mL) was added AcOH (one drop), and the mixture was heated at 50° C. with stirring for 10 min. The reaction mixture was left to reach room temperature, sodium triacetoxyborohydride (127 mg, 0.6 mmol, Aldrich) was added, and the stirring was continued for 2 h at room temperatur... The reactants are C(=O)(C(F)(F)F)O (TFA), C(C)(C)C=1SC=C(N1)CN1CCN(CC1)C(=O)OC(C)(C)C (tert-Butyl 4-((2-isopropylthiazol-4-yl)methyl)piperazine-1-carboxylate), BrC=1C(=C(C(=NC1)N)[N+](=O)[O-])Cl (5-bromo-4-chloro-3-nitropyridin-2-amine). Run in C(Cl)Cl (DCM). Reaction conditions: time 1 hour. The product is BrC=1C(=C(C(=NC1)N)[N+](=O)[O-])N1CCN(CC1)CC=1N=C(SC1)C(C)C (5-Bromo-4-(4-((2-isopropylthiazol-4-yl)methyl)piperazin-1-yl)-3-nitropyridin-2-amine). Isolated yield 64.7%. RXN SMILES: [CH:1]([C:4]1[S:5][CH:6]=[C:7]([CH2:9][N:10]2[CH2:15][CH2:14][N:13]([C:16](OC(C)(C)C)=O)[CH2:12][CH2:11]2)[N:8]=1)([CH3:3])[CH3:2].C(O)(C(F)(F)F)=O.[Br:30][C:31]1C(Cl)=[C:33]([N+:38]([O-:40])=[O:39])[C:34]([NH2:37])=[N:35][CH:36]=1>C(Cl)Cl>[Br:30][C:31]1[C:16]([N:13]2[CH2:12][CH2:11][N:10]([CH2:9][C:7]3[N:8]=[C:4]([CH:1]([CH3:2])[CH3:3])[S:5][CH:6]=3)[CH2:15][CH2:14]2)=[C:33]([N+:38]([O-:40])=[O:39])[C:34]([NH2:37])=[N:35][CH:36]=1. Reported procedure: tert-Butyl 4-((2-isopropylthiazol-4-yl)methyl)piperazine-1-carboxylate (0.380 g, 1.15 mmol, 1.0 eq) was dissolved in DCM (3.6 mL) and the mixture cooled in an ice-water bath before the dropwise addition of TFA (3.6 mL). Stirring was continued at this temperature for 1 h and the solvents were removed in vacuo. The resulting crude material was azeotroped with toluene and dried. The resulting 2-isopropyl-4-(piperazin-1-ylmethyl)thiazole (supposedly 0.260 g, 1.15 mmol, 1.1 eq) was suspended in iPrOH...